From a dataset of the Open Reaction Database (ORD), a public repository of structured organic reaction records. describe an organic reaction: reactants, conditions, products, and yield As a reaction SMILES: [CH2:34]([O:35][CH:36]([OH:37])[CH3:38])[CH3:39].[Cl:1][c:2]1[c:3]([C:16]#[N:17])[cH:4][n:5][c:6]2[cH:7][c:8]([O:14][CH3:15])[c:9]([O:12][CH3:13])[cH:10][c:11]12.[ClH:27].[ClH:46].[NH2:18][c:19]1[c:20]([CH3:26])[c:21]([OH:25])[cH:22][cH:23][cH:24]1.[Na+:40].[Na+:41].[O-:42][C:43](=[O:44])[O-:45].[OH2:47].[n:28]1[cH:29][cH:30][cH:31][cH:32][cH:33]1>>[c:2]1([NH:18][c:19]2[c:20]([CH3:26])[c:21]([OH:25])[cH:22][cH:23][cH:24]2)[c:3]([C:16]#[N:17])[cH:4][n:5][c:6]2[cH:7][c:8]([O:14][CH3:15])[c:9]([O:12][CH3:13])[cH:10][c:11]12. Product: COc1cc2ncc(C#N)c(Nc3cccc(O)c3C)c2cc1OC. Reactants: CCOC(C)O, COc1cc2ncc(C#N)c(Cl)c2cc1OC, Cl, Cl, Cc1c(N)cccc1O, [Na+], [Na+], O=C([O-])[O-], O, c1ccncc1. Starting materials: [Al+3], COC(=O)C(NC(c1ccccc1)(c1ccccc1)c1ccccc1)C(C)OCc1ccccc1, CCOCC, [H-], [H-], [H-], [H-], [Li+], [Na+], [OH-], O. Yields the product CC(OCc1ccccc1)C(CO)NC(c1ccccc1)(c1ccccc1)c1ccccc1. Reaction SMILES: [Al+3:37].[CH2:1]([c:2]1[cH:3][cH:4][cH:5][cH:6][cH:7]1)[O:8][CH:9]([CH:10]([NH:11][C:12]([c:13]1[cH:14][cH:15][cH:16][cH:17][cH:18]1)([c:19]1[cH:20][cH:21][cH:22][cH:23][cH:24]1)[c:25]1[cH:26][cH:27][cH:28][cH:29][cH:30]1)[C:31](=[O:32])[O:33][CH3:34])[CH3:35].[CH3:45][CH2:46][O:47][CH2:48][CH3:49].[H-:36].[H-:39].[H-:40].[H-:41].[Li+:38].[Na+:44].[OH-:43].[OH2:42]>>[CH2:1]([c:2]1[cH:3][cH:4][cH:5][cH:6][cH:7]1)[O:8][CH:9]([CH:10]([NH:11][C:12]([c:13]1[cH:14][cH:15][cH:16][cH:17][cH:18]1)([c:19]1[cH:20][cH:21][cH:22][cH:23][cH:24]1)[c:25]1[cH:26][cH:27][cH:28][cH:29][cH:30]1)[CH2:31][OH:32])[CH3:35]. Starting materials: CS(=O)(=O)OC1CCC2(CC1)OCCO2, Cc1ccccc1, Oc1cccc(C(F)(F)F)c1, [H-], [Na+]. Product: FC(F)(F)c1cccc(OC2CCC3(CC2)OCCO3)c1. RXN SMILES: [CH3:14][S:15]([O:16][CH:19]1[CH2:20][CH2:21][C:22]2([O:23][CH2:24][CH2:25][O:26]2)[CH2:27][CH2:28]1)(=[O:17])=[O:18].[CH3:29][c:30]1[cH:31][cH:32][cH:33][cH:34][cH:35]1.[F:1][C:2]([c:3]1[cH:4][c:5]([OH:9])[cH:6][cH:7][cH:8]1)([F:10])[F:11].[H-:12].[Na+:13]>>[F:1][C:2]([c:3]1[cH:4][c:5]([O:9][CH:19]2[CH2:20][CH2:21][C:22]3([O:23][CH2:24][CH2:25][O:26]3)[CH2:27][CH2:28]2)[cH:6][cH:7][cH:8]1)([F:10])[F:11]. Reactants: NC1=C(C=CC(=C1)Br)C1=CC=CC=C1 (2-Amino-4-bromo-biphenyl), B(F)(F)F.F (hydrofluoroboric acid). The product is BrC1=CC(=C(C=C1)C1=CC=CC=C1)F (4-Bromo-2-fluorobiphenyl). RXN SMILES: N[C:2]1[CH:7]=[C:6]([Br:8])[CH:5]=[CH:4][C:3]=1[C:9]1[CH:14]=[CH:13][CH:12]=[CH:11][CH:10]=1.B(F)(F)[F:16].F>>[Br:8][C:6]1[CH:5]=[CH:4][C:3]([C:9]2[CH:14]=[CH:13][CH:12]=[CH:11][CH:10]=2)=[C:2]([F:16])[CH:7]=1 |f:1.2|. Reported procedure: 2-Amino-4-bromo-biphenyl was subjected to a Schiemann reaction using hydrofluoroboric acid. The product had a b.p. of 106°-109°C./0.6mm, and a m.p. of 38°-39°C. The reactants are O=C([O-])[O-], CC#CCn1c(=O)[nH]c2nc(Cl)nc(Cl)c21, CI, CN(C)C=O, [K+], [K+], O. Product: CC#CCn1c(=O)n(C)c2nc(Cl)nc(Cl)c21. Reaction SMILES: [C:19](=[O:20])([O-:21])[O-:22].[CH2:1]([C:2]#[C:3][CH3:4])[n:5]1[c:6](=[O:16])[nH:7][c:8]2[n:9][c:10]([Cl:15])[n:11][c:12]([Cl:14])[c:13]12.[CH3:17][I:18].[CH3:26][N:27]([CH3:28])[CH:29]=[O:30].[K+:23].[K+:24].[OH2:25]>>[CH2:1]([C:2]#[C:3][CH3:4])[n:5]1[c:6](=[O:16])[n:7]([CH3:19])[c:8]2[n:9][c:10]([Cl:15])[n:11][c:12]([Cl:14])[c:13]12. Reactants: N1C=C(C=C1)C(=O)OC (Methyl pyrrole-3-carboxylate), C(Cl)Cl (methylene chloride), ClC1=CC=C(C=C1)SCl (p-Chlorobenzenesulfenyl chloride). Solvent: CCOCC (ether). Reaction conditions: time 1 hour. The product is ClC1=CC=C(C=C1)SC1=CC(=CN1)C(=O)OC (methyl 5-(4-chlorophenylthio)pyrrole-3-carboxylate). The yield is 26.1%. RXN SMILES: [NH:1]1[CH:5]=[CH:4][C:3]([C:6]([O:8][CH3:9])=[O:7])=[CH:2]1.C(Cl)Cl.[Cl:13][C:14]1[CH:19]=[CH:18][C:17]([S:20]Cl)=[CH:16][CH:15]=1>CCOCC>[Cl:13][C:14]1[CH:19]=[CH:18][C:17]([S:20][C:5]2[NH:1][CH:2]=[C:3]([C:6]([O:8][CH3:9])=[O:7])[CH:4]=2)=[CH:16][CH:15]=1. Reported procedure: Methyl pyrrole-3-carboxylate (2.5 g., 20 mmole) was dissolved in 35 ml. of methylene chloride. p-Chlorobenzenesulfenyl chloride (4.0 g., 22 mmoles) was added dropwise over approximately 2 minutes, and the reaction mixture was stirred at room temperature for 1 hour. Two volumes of ether were added, the mixture extracted twice with 20 ml. portions of water and the organic layer evaporated in vacuo. The resulting oil was chromatographed on 100 g. of silica gel with approximately 25 ml. fractions of... Reactants: C=1(O)C(O)=CC=CC1 (catechol), CO (MeOH), C[O-].[Na+] (NaOMe), BrCC1CCCCC1 ((Bromomethyl)cyclohexane). Solvent: Cl (HCl). Product: C1(CCCCC1)COC1=C(C=CC=C1)O (2-(cyclohexylmethoxy)phenol). Yield: 31.0%. As a reaction SMILES: [C:1]1([C:3](=[CH:5][CH:6]=[CH:7][CH:8]=1)[OH:4])[OH:2].CO.C[O-].[Na+].Br[CH2:15][CH:16]1[CH2:21][CH2:20][CH2:19][CH2:18][CH2:17]1>Cl>[CH:16]1([CH2:15][O:2][C:1]2[CH:8]=[CH:7][CH:6]=[CH:5][C:3]=2[OH:4])[CH2:21][CH2:20][CH2:19][CH2:18][CH2:17]1 |f:2.3|. Procedure details: An oven-dried 10 mL round-bottom flask equipped with condenser was charged with catechol (198 mg, 1.80 mmol), MeOH (2 mL), and NaOMe (102 mg, 1.89 mmol) and purged with nitrogen. (Bromomethyl)cyclohexane (319 mg, 1.80 mmol) was added and the reaction was heated to reflux for 48 hours. After cooling to room temperature the reaction was diluted with 50 mL 1M HCl and extracted with DCM (3×25 mL). The combined organic layers were washed with saturated NaCl (1×25 mL), dried over sodium sulfate, and c... The product is CCOC(=O)CC1CCC(CN(CC)c2ccc(C(F)(F)F)cc2CN(Cc2cc(C(F)(F)F)cc(C(F)(F)F)c2)c2ncc(OCCO)cn2)CC1. Starting materials: OCCBr, O=C([O-])[O-], CN(C)C=O, CCOC(C)=O, CCOC(=O)CC1CCC(CN(CC)c2ccc(C(F)(F)F)cc2CN(Cc2cc(C(F)(F)F)cc(C(F)(F)F)c2)c2ncc(O)cn2)CC1, [K+], [K+], O. Reaction SMILES: [Br:51][CH2:52][CH2:53][OH:54].[C:55](=[O:56])([O-:57])[O-:58].[CH3:62][N:63]([CH3:64])[CH:65]=[O:66].[CH3:67][CH2:68][O:69][C:70](=[O:71])[CH3:72].[F:1][C:2]([c:3]1[cH:4][c:5]([CH2:6][N:7]([c:8]2[n:9][cH:10][c:11]([OH:14])[cH:12][n:13]2)[CH2:15][c:16]2[c:17]([N:26]([CH2:27][CH3:28])[CH2:29][CH:30]3[CH2:31][CH2:32][CH:33]([CH2:36][C:37](=[O:38])[O:39][CH2:40][CH3:41])[CH2:34][CH2:35]3)[cH:18][cH:19][c:20]([C:22]([F:23])([F:24])[F:25])[cH:21]2)[cH:42][c:43]([C:45]([F:46])([F:47])[F:48])[cH:44]1)([F:49])[F:50].[K+:59].[K+:60].[OH2:61]>>[F:1][C:2]([c:3]1[cH:4][c:5]([CH2:6][N:7]([c:8]2[n:9][cH:10][c:11]([O:14][CH2:52][CH2:53][OH:54])[cH:12][n:13]2)[CH2:15][c:16]2[c:17]([N:26]([CH2:27][CH3:28])[CH2:29][CH:30]3[CH2:31][CH2:32][CH:33]([CH2:36][C:37](=[O:38])[O:39][CH2:40][CH3:41])[CH2:34][CH2:35]3)[cH:18][cH:19][c:20]([C:22]([F:23])([F:24])[F:25])[cH:21]2)[cH:42][c:43]([C:45]([F:46])([F:47])[F:48])[cH:44]1)([F:49])[F:50].